Dataset: the Open Reaction Database (ORD), a public repository of structured organic reaction records. Task: describe an organic reaction: reactants, conditions, products, and yield Reactants: C=C1CN(C(S1)=N)C1=CC2=C(OC(C(O2)(F)F)(F)F)C=C1 (5-Methylene-3-(2,2,3,3-tetrafluoro-2,3-dihydrobenzo[b][1,4]dioxin-6-yl)thiazolidin-2-imine), CCN(C(C)C)C(C)C (Hunig's base), CC(CC(=O)Cl)C (3-methylbutanoyl chloride), CC(CC(=O)Cl)C (3-methylbutanoyl chloride). Run in C(C)#N (acetonitrile), C(Cl)Cl (CH2Cl2). Conditions: temperature 65 celsius. Product: CC(CC(=O)\N=C\1/SC(=CN1C1=CC2=C(OC(C(O2)(F)F)(F)F)C=C1)C)C (3-methyl-N-[(2Z)-5-methyl-3-(2,2,3,3-tetrafluoro-2,3-dihydro-1,4-benzodioxin-6-yl)-1,3-thiazol-2(3H)-ylidene]butanamide). As a reaction SMILES: [CH2:1]=[C:2]1[S:6][C:5](=[NH:7])[N:4]([C:8]2[CH:21]=[CH:20][C:11]3[O:12][C:13]([F:19])([F:18])[C:14]([F:17])([F:16])[O:15][C:10]=3[CH:9]=2)[CH2:3]1.CCN(C(C)C)C(C)C.[CH3:31][CH:32]([CH3:37])[CH2:33][C:34](Cl)=[O:35]>C(#N)C.C(Cl)Cl>[CH3:31][CH:32]([CH3:37])[CH2:33][C:34](/[N:7]=[C:5]1\[S:6][C:2]([CH3:1])=[CH:3][N:4]\1[C:8]1[CH:21]=[CH:20][C:11]2[O:12][C:13]([F:19])([F:18])[C:14]([F:16])([F:17])[O:15][C:10]=2[CH:9]=1)=[O:35]. Procedure details: To a solution of 5-methylene-3-(2,2,3,3-tetrafluoro-2,3-dihydrobenzo[b][1,4]dioxin-6-yl)thiazolidin-2-imine (Example 22C, 0.14 g, 0.44 mmol) in acetonitrile (3 mL) was added Hunig's base (0.062 g, 0.48 mmol) followed by 3-methylbutanoyl chloride (0.08 g, 0.66 mmol). The mixture was heated for 12 hours at 65° C. The reaction mixture was cooled down and more 3-methylbutanoyl chloride (0.08 g, 0.66 mmol) was added. The mixture was heated again at 65° C. for 12 hours. After cooling off, the mixture ... The reactants are C=O (paraformaldehyde), C1(=CC=CC=C1)CC(=O)OC (Methyl phenylacetate). Reagents/catalysts: C([O-])(O)=O.[Na+] (sodium bicarbonate). Run in CS(=O)C (dimethyl sulfoxide). Conditions: time 40 minute. Yields the product C(C(CO)C1=CC=CC=C1)(=O)OC (methyl tropate). The yield is 65.6%. RXN SMILES: [CH2:1]=[O:2].[C:3]1([CH2:9][C:10]([O:12][CH3:13])=[O:11])[CH:8]=[CH:7][CH:6]=[CH:5][CH:4]=1>C(=O)(O)[O-].[Na+].CS(C)=O>[C:10]([O:12][CH3:13])(=[O:11])[CH:9]([C:3]1[CH:8]=[CH:7][CH:6]=[CH:5][CH:4]=1)[CH2:1][OH:2] |f:2.3|. Reported procedure: A nitrogen purged 500 mL three-neck flask was charged with sodium bicarbonate (1.05 g; 0.013 mole), paraformaldehyde (17.37 g; 0.55 mole) and dimethyl sulfoxide (100 mL). Methyl phenylacetate (75.09 g; 0.5 mole) was added and rinsed in with dimethylsulfoxide (50 mL). The slurry was stirred magnetically and the temperature rose from 22° C. to 34° C. over 40 minutes. The temperature remained at 33°-35° C. for about one hour, after which the temperature was raised to 45°-46° C. and held for 12 hour... The reactants are FC=1C=C(C=CC1)C=1N=C(SC1C(=O)N)C=1C(=NN2C1C=CC=C2)C (4-(3-fluorophenyl)-2-(2-methylpyrazolo[1,5-a]pyridin-3-yl)-1,3-thiazole-5-carboxamide), COCCOC (1,2-dimethoxyethane), O1C=C(C=C1)B(O)O (furan-3-ylboronic acid), C([O-])([O-])=O.[Cs+].[Cs+] (cesium carbonate). The solvent is O (water). Yields the product O1C=C(C=C1)C=1N=C(SC1C(=O)OC)C=1C(=NN2C1C=CC=C2)C (methyl 4-furan-3-yl-2-(2-methylpyrazolo[1,5-a]pyridin-3-yl)-1,3-thiazole-5-carboxylate). Yield: 93.4%. Reaction SMILES: FC1[CH:3]=[C:4]([C:8]2[N:9]=[C:10]([C:16]3[C:17]([CH3:25])=[N:18][N:19]4[CH:24]=[CH:23][CH:22]=[CH:21][C:20]=34)[S:11][C:12]=2[C:13](N)=[O:14])[CH:5]=[CH:6]C=1.[O:26]1C=CC(B(O)O)=[CH:27]1.C(=O)([O-])[O-:35].[Cs+].[Cs+].COCCOC>O>[O:35]1[CH:6]=[CH:5][C:4]([C:8]2[N:9]=[C:10]([C:16]3[C:17]([CH3:25])=[N:18][N:19]4[CH:24]=[CH:23][CH:22]=[CH:21][C:20]=34)[S:11][C:12]=2[C:13]([O:26][CH3:27])=[O:14])=[CH:3]1 |f:2.3.4|. Procedure: Using methyl 2-(2-methylpyrazolo[1,5-a]pyridin-3-yl)-4-{[(trifluoromethyl)sulfonyl]oxy}-1,3-thiazole-5-carboxylate (300 mg, 0.71 mmol) produced in Example 13-B (ii), furan-3-ylboronic acid (160 mg, 1.4 mmol), [1,1-bis(diphenylphosphino)ferrocene]palladium(II) dichloride dichloromethane complex (70 mg, 0.086 mmol), cesium carbonate (830 mg, 2.6 mmol), 1,2-dimethoxyethane (20 mL) and water (0.5 mL) as starting materials and in the same manner as in Example 13-B(iii), the title compound (225 mg, 93... Starting materials: OCCC[C@@]1(CCN(C(O1)=O)[C@@H](C)C1=CC=C(C=C1)B1OC(C(O1)(C)C)(C)C)C1=CC=CC=C1 ((R)-6-(3-hydroxypropyl)-6-phenyl-3-((S)-1-(4-(4,4,5,5-tetramethyl-1,3,2-dioxaborolan-2-yl)phenyl)ethyl)-1,3-oxazinan-2-one), BrC1=CC=CC(N1C)=O (6-bromo-1-methylpyridin-2(1H)-one). Yields the product OCCC[C@@]1(CCN(C(O1)=O)[C@@H](C)C1=CC=C(C=C1)C=1N(C(C=CC1)=O)C)C1=CC=CC=C1 ((R)-6-(3-hydroxypropyl)-3-((S)-1-(4-(1-methyl-6-oxo-1,6-dihydropyridin-2-yl)phenyl)ethyl)-6-phenyl-1,3-oxazinan-2-one). RXN SMILES: [OH:1][CH2:2][CH2:3][CH2:4][C@@:5]1([C:29]2[CH:34]=[CH:33][CH:32]=[CH:31][CH:30]=2)[O:10][C:9](=[O:11])[N:8]([C@H:12]([C:14]2[CH:19]=[CH:18][C:17](B3OC(C)(C)C(C)(C)O3)=[CH:16][CH:15]=2)[CH3:13])[CH2:7][CH2:6]1.Br[C:36]1[N:41]([CH3:42])[C:40](=[O:43])[CH:39]=[CH:38][CH:37]=1>>[OH:1][CH2:2][CH2:3][CH2:4][C@@:5]1([C:29]2[CH:34]=[CH:33][CH:32]=[CH:31][CH:30]=2)[O:10][C:9](=[O:11])[N:8]([C@H:12]([C:14]2[CH:19]=[CH:18][C:17]([C:36]3[N:41]([CH3:42])[C:40](=[O:43])[CH:39]=[CH:38][CH:37]=3)=[CH:16][CH:15]=2)[CH3:13])[CH2:7][CH2:6]1. Procedure details: The title compound was prepared from (R)-6-(3-hydroxypropyl)-6-phenyl-3-((S)-1-(4-(4,4,5,5-tetramethyl-1,3,2-dioxaborolan-2-yl)phenyl)ethyl)-1,3-oxazinan-2-one and 6-bromo-1-methylpyridin-2(1H)-one following a procedure analogous to that described in Example 30 Step 2. LC-MS Method 2 tR=1.088 min, m/z=447; 1H NMR (CDCl3) 1.38 (m, 1H), 1.56 (d, 3H), 1.70 (m, 1H), 1.95-2.08 (m, 2H), 2.23 (m, 1H), 2.37 (s, 2H), 3.05 (m, 1H), 3.33 (s, 3H), 3.58 (m, 2H), 5.73 (m, 1H), 6.29 (d, 1H), 6.89 (d, 1H), 7.01... Reactants: solution, C(C)(C)(C)N=P(N=P(N(C)C)(N(C)C)N(C)C)(N=P(N(C)C)(N(C)C)N(C)C)N=P(N(C)C)(N(C)C)N(C)C (3-tert-butylimino-1,1,1,5,5,5-hexakis(dimethylamino)-3-[tris(dimethylamino)phosphoranylidene]amino-1λ5,3λ5,5λ5-1,4-triphosphazadiene), CCCCCC (n-hexane), Cl (hydrochloric acid), ICC(C)C (1-iodo-2-methylpropane), C(C)OC(CN1CC(C2=C(CC1=O)C=CC(=C2)Cl)C2=C(C=CC=C2)Br)=O (Ethyl[1-(2-bromophenyl)-8-chloro-4-oxo-1,2,4,5-tetrahydrobenzo[d]azepin-3-yl]acetate). Run in O (water), C1CCOC1 (THF). Reaction conditions: temperature -78 celsius, time 30 minute. The product is C(C)OC(CN1C(C(C2=C(C(C1)C1=C(C=CC=C1)Br)C=C(C=C2)Cl)CC(C)C)=O)=O (Ethyl[5-(2-bromophenyl)-7-chloro-1-isobutyl-2-oxo-1,2,4,5-tetrahydrobenzo[d]azepin-3-yl]-acetate). RXN SMILES: [CH2:1]([O:3][C:4](=[O:26])[CH2:5][N:6]1[C:12](=[O:13])[CH2:11][C:10]2[CH:14]=[CH:15][C:16]([Cl:18])=[CH:17][C:9]=2[CH:8]([C:19]2[CH:24]=[CH:23][CH:22]=[CH:21][C:20]=2[Br:25])[CH2:7]1)[CH3:2].[C:27](N=P(N=P(N(C)C)(N(C)C)N(C)C)(N=P(N(C)C)(N(C)C)N(C)C)N=P(N(C)C)(N(C)C)N(C)C)([CH3:30])([CH3:29])[CH3:28].CCCCCC.ICC(C)C.Cl>C1COCC1.O>[CH2:1]([O:3][C:4](=[O:26])[CH2:5][N:6]1[CH2:7][CH:8]([C:19]2[CH:24]=[CH:23][CH:22]=[CH:21][C:20]=2[Br:25])[C:9]2[CH:17]=[C:16]([Cl:18])[CH:15]=[CH:14][C:10]=2[CH:11]([CH2:28][CH:27]([CH3:30])[CH3:29])[C:12]1=[O:13])[CH3:2]. Procedure: 440 mg of the compound from Example 12A (1.01 mol) are dissolved in 5.2 ml of THF. At −78° C., 1.51 ml of a 1 M solution of 3-tert-butylimino-1,1,1,5,5,5-hexakis(dimethylamino)-3-[tris(dimethylamino)phosphoranylidene]amino-1λ5,3λ5,5λ5-1,4-triphosphazadiene in n-hexane (1.51 mol) are added drop wise, and the reaction mixture is stirred at −78° C. for 30 min. 278 mg of 1-iodo-2-methylpropane (1.51 mol) are added drop wise, and the mixture is stirred at −78° C. for a further 3 h. The reaction solut...